This data is from the Open Reaction Database (ORD), a public repository of structured organic reaction records. The task is: describe an organic reaction: reactants, conditions, products, and yield Reactants: C(C)(=O)NC1=CC=C(N(CCNS(=O)(=O)C)CCO)C=C1 (4-acetylamino-N-(β-hydroxyethyl)-N-(β-mesylaminoethyl)-aniline), aqueous solution, Cl (hydrochloric acid). The solvent is O (water). Yields the product O.Cl.Cl.OCCN(C1=CC=C(C=C1)N)CCNS(=O)(=O)C (N-(β-hydroxyethyl)-N-(β-mesylaminoethyl)-para-phenylenediamine dihydrochloride monohydrate). Reaction SMILES: C([NH:4][C:5]1[CH:21]=[CH:20][C:8]([N:9]([CH2:17][CH2:18][OH:19])[CH2:10][CH2:11][NH:12][S:13]([CH3:16])(=[O:15])=[O:14])=[CH:7][CH:6]=1)(=[O:3])C.[ClH:22]>O>[OH2:3].[ClH:22].[ClH:22].[OH:19][CH2:18][CH2:17][N:9]([CH2:10][CH2:11][NH:12][S:13]([CH3:16])(=[O:15])=[O:14])[C:8]1[CH:7]=[CH:6][C:5]([NH2:4])=[CH:21][CH:20]=1 |f:3.4.5.6|. Reported procedure: 0.0178 mol (5.6 g) of 4-acetylamino-N-(β-hydroxyethyl)-N-(β-mesylaminoethyl)-aniline in 12 ml of a 5 N aqueous solution of hydrochloric acid is heated for 30 minutes in a boiling water bath. The water is then driven off in vacuo. After keeping the residue for two hours in vacuo at 60° C., a crystalline product, which is chromatographically pure, is obtained. Reactants: NC=1SC=C(N1)CC(=O)O (2-amino-4-thiazoleacetic acid), 4-methyl, formyl, N[C@@H]1C(N(C1)S(=O)(=O)O)=O ((3S)-3-amino-2-oxo-1-azetidinesulfonic acid). The product is NC=1SC=C(N1)CC(=O)N[C@@H]1C(N(C1)S(=O)(=O)O)=O ((3S)-3-[[[2-amino-4-thiazolyl]acetyl]amino]-2-oxo-1-azetidinesulfonic acid). Reaction SMILES: [NH2:1][C:2]1[S:3][CH:4]=[C:5]([CH2:7][C:8]([OH:10])=O)[N:6]=1.[NH2:11][C@H:12]1[CH2:15][N:14]([S:16]([OH:19])(=[O:18])=[O:17])[C:13]1=[O:20]>>[NH2:1][C:2]1[S:3][CH:4]=[C:5]([CH2:7][C:8]([NH:11][C@H:12]2[CH2:15][N:14]([S:16]([OH:19])(=[O:18])=[O:17])[C:13]2=[O:20])=[O:10])[N:6]=1. Reported procedure: Following the procedure of Example 1 but substituting an equivalent amount of 2-amino-4-thiazoleacetic acid for the formyl protected reactant and (3S)-3-amino-2-oxo-1-azetidinesulfonic acid, inner salt for the 4-methyl reactant, one obtains as a result of the enzymatic coupling (3S)-3-[[[2-amino-4-thiazolyl]acetyl]amino]-2-oxo-1-azetidinesulfonic acid, zwitterion. Again, the structure is confirmed by analytical and bioassay techniques.